From a dataset of the Open Reaction Database (ORD), a public repository of structured organic reaction records. describe an organic reaction: reactants, conditions, products, and yield Procedure: The title compound was prepared by mixing 6-fluoro-1,2,3,4-tetrahydro-β-carboline-1-carboxylic acid (2 g; 0.0085 mole) with 60 ml of methanol. After cooling at 0° C., thionyl chloride (2 ml., 0.028 mole) was added dropwise and the mixture stirred at room temperature for 24 hours whereupon the solvent was removed in vacuo. The residue was partitioned in ethylacetate/6% K2CO3 solution whereupon the organic phase was dried over MgSO4, filtered and treated with 4 N HCl in dioxane to pH 5. A white so... RXN SMILES: [F:1][C:2]1[CH:3]=[C:4]2[C:12](=[CH:13][CH:14]=1)[NH:11][C:10]1[CH:9]([C:15]([OH:17])=[O:16])[NH:8][CH2:7][CH2:6][C:5]2=1.S(Cl)([Cl:20])=O.[CH3:22]O>>[ClH:20].[F:1][C:2]1[CH:3]=[C:4]2[C:12](=[CH:13][CH:14]=1)[NH:11][C:10]1[CH:9]([C:15]([O:17][CH3:22])=[O:16])[NH:8][CH2:7][CH2:6][C:5]2=1 |f:3.4|. The product is Cl.FC=1C=C2C=3CCNC(C3NC2=CC1)C(=O)OC (Methyl 6-Fluoro-1,2,3,4-Tetrahydro-β-Carboline-1-Carboxylate Hydrochloride). Starting materials: FC=1C=C2C=3CCNC(C3NC2=CC1)C(=O)O (6-fluoro-1,2,3,4-tetrahydro-β-carboline-1-carboxylic acid), CO (methanol), S(=O)(Cl)Cl (thionyl chloride). Conditions: temperature 0 celsius, time 24 hour.